This data is from the Open Reaction Database (ORD), a public repository of structured organic reaction records. The task is: describe an organic reaction: reactants, conditions, products, and yield Reactants: [Si](C)(C)(C(C)(C)C)OCCC=1C=CC(=C(C1)C1(C(N(C2=CC=C(C=C12)Cl)S(=O)(=O)C1=C(C=C(C=C1)OC)OC(F)(F)F)=O)N1[C@H](C(=O)N(C)C)C[C@H](C1)O)OC ((4R)-1-(3-[5-(2-{[tert-butyl(dimethyl) silyl]oxy}ethyl)-2-methoxyphenyl]-5-chloro-1-{[4-methoxy-2-(trifluoromethoxy)phenyl]sulfonyl}-2-oxo-2,3-dihydro-1H-indol-3-yl)-4-hydroxy-N,N-dimethyl-L-prolinamide), CCCC[N+](CCCC)(CCCC)CCCC.[F-].C1CCOC1 (TBAF THF), O (Water). Solvent: C1CCOC1 (THF). Run at time 2 hour. Product: ClC=1C=C2C(C(N(C2=CC1)S(=O)(=O)C1=C(C=C(C=C1)OC)OC(F)(F)F)=O)(C1=C(C=CC(=C1)CCO)OC)N1[C@H](C(=O)N(C)C)C[C@H](C1)O ((4R)-1-(5-chloro-3-[5-(2-hydroxy ethyl)-2-methoxyphenyl]-1-{[4-methoxy-2-(trifluoromethoxy)phenyl]sulfonyl}-2-oxo-2,3-dihydro-1H-indol-3-yl)-4-hydroxy-N,N-dimethyl-L-prolinamide). Yield: 74.0%. RXN SMILES: [Si]([O:8][CH2:9][CH2:10][C:11]1[CH:12]=[CH:13][C:14]([O:55][CH3:56])=[C:15]([C:17]2([N:44]3[CH2:53][C@H:52]([OH:54])[CH2:51][C@H:45]3[C:46]([N:48]([CH3:50])[CH3:49])=[O:47])[C:25]3[C:20](=[CH:21][CH:22]=[C:23]([Cl:26])[CH:24]=3)[N:19]([S:27]([C:30]3[CH:35]=[CH:34][C:33]([O:36][CH3:37])=[CH:32][C:31]=3[O:38][C:39]([F:42])([F:41])[F:40])(=[O:29])=[O:28])[C:18]2=[O:43])[CH:16]=1)(C(C)(C)C)(C)C.CCCC[N+](CCCC)(CCCC)CCCC.[F-].C1COCC1.O>C1COCC1>[Cl:26][C:23]1[CH:24]=[C:25]2[C:20](=[CH:21][CH:22]=1)[N:19]([S:27]([C:30]1[CH:35]=[CH:34][C:33]([O:36][CH3:37])=[CH:32][C:31]=1[O:38][C:39]([F:40])([F:42])[F:41])(=[O:28])=[O:29])[C:18](=[O:43])[C:17]2([N:44]1[CH2:53][C@H:52]([OH:54])[CH2:51][C@H:45]1[C:46]([N:48]([CH3:49])[CH3:50])=[O:47])[C:15]1[CH:16]=[C:11]([CH2:10][CH2:9][OH:8])[CH:12]=[CH:13][C:14]=1[O:55][CH3:56] |f:1.2.3|. Reported procedure: To a solution of 500 mg of the compound obtained in Step 216-6 in THF (5.0 ml) was added dropwise a solution of 1 mol/L TBAF/THF (2.6 ml) under ice cooling. The solution was stirred at room temperature for two hours. Water was added to the reaction solution and the resulting mixture was extracted with EtOAc. The extract was dried over Na2SO4, then, the drying agent was separated by filtration and the solvent was evaporated under reduced pressure. The obtained residue was purified by column chrom... Reactants: C(=O)(OC(C)(C)C)N(C1CCC(CC1)N(C(=O)C1=C(C2=C(S1)C=CC=C2)Cl)CC=2C=C(C=CC2OC)B(O)O)C (3-{[[4-(BOC-methyl-amino)-cyclohexyl]-(3-chlorobenzo[b]thiophene-2-carbonyl)-amino]-methyl}-4-methoxy-benzene boronic acid), BrC=1C=NC(=NC1)N(C)C (5-bromo-2-(dimethylamino)pyrimidine). Product: Cl.Cl.CN(C1=NC=C(C=N1)C=1C=CC(=C(CN(C(=O)C2=C(C3=C(S2)C=CC=C3)Cl)C3CCC(CC3)NC)C1)OC)C (3-Chloro-benzo[b]thiophene-2-carboxylic acid [5-(2-dimethylamino-pyrimidin-5-yl)-2-methoxy-benzyl]-(4-methylamino-cyclohexyl)-amide dihydrochloride). As a reaction SMILES: [C:1]([N:8](C)[CH:9]1[CH2:14][CH2:13][CH:12]([N:15]([CH2:28][C:29]2[CH:30]=[C:31](B(O)O)[CH:32]=[CH:33][C:34]=2[O:35][CH3:36])[C:16]([C:18]2[S:22][C:21]3[CH:23]=[CH:24][CH:25]=[CH:26][C:20]=3[C:19]=2[Cl:27])=[O:17])[CH2:11][CH2:10]1)(OC(C)(C)C)=O.Br[C:42]1[CH:43]=[N:44][C:45]([N:48]([CH3:50])[CH3:49])=[N:46][CH:47]=1>>[ClH:27].[ClH:27].[CH3:49][N:48]([CH3:50])[C:45]1[N:44]=[CH:43][C:42]([C:31]2[CH:32]=[CH:33][C:34]([O:35][CH3:36])=[C:29]([CH:30]=2)[CH2:28][N:15]([CH:12]2[CH2:13][CH2:14][CH:9]([NH:8][CH3:1])[CH2:10][CH2:11]2)[C:16]([C:18]2[S:22][C:21]3[CH:23]=[CH:24][CH:25]=[CH:26][C:20]=3[C:19]=2[Cl:27])=[O:17])=[CH:47][N:46]=1 |f:2.3.4|. Procedure: The title compound is prepared from boronic acid 5 (25 mg, 43 μmol) and 5-bromo-2-(dimethylamino)pyrimidine (7.2 mg, 36 μmol) in accordance with Method L2. Reactants: CC(=O)C (acetone), mixture, C1C(CCCCCCC)O1 (1-nonene oxide), C1C(CCCCCCCC)O1 (1-decene oxide). Product: C(C(CCCCCCCC)O)O (1,2-decanediol). Reaction SMILES: CC(C)=[O:3].C1OC1CCCCCCC.[CH2:15]1[O:25][CH:16]1[CH2:17][CH2:18][CH2:19][CH2:20][CH2:21][CH2:22][CH2:23][CH3:24]>>[CH2:15]([OH:25])[CH:16]([OH:3])[CH2:17][CH2:18][CH2:19][CH2:20][CH2:21][CH2:22][CH2:23][CH3:24]. Reported procedure: A homogeneous clear solution is prepared by adding 3 moles of acetone to 1 mole of a mixture of 1-nonene oxide and 1-decene oxide at room temperature. After 50 grams of 5% aqueous sulfuric acid to the solution, the acetone is evaporated off and the resulting solution is neutralized by adding an aqueous sodium hydroxide. The neutralized solution is extracted with pet ether and the extract dried over anhydrous magnesium sulfate. The pet ether is stripped off and a mixture of 1,2-nonanediol and 1,2... The reactants are O=[N+]([O-])O, c1cn(Cc2ccc3[nH]nnc3c2)cn1. Yields the product O=[N+]([O-])c1cc2[nH]nnc2cc1Cn1ccnc1. RXN SMILES: [OH:16][N+:17]([O-:18])=[O:19].[n:1]1([CH2:6][c:7]2[cH:8][c:9]3[c:10]([nH:11][n:12][n:13]3)[cH:14][cH:15]2)[cH:2][n:3][cH:4][cH:5]1>>[n:1]1([CH2:6][c:7]2[cH:8][c:9]3[c:10]([nH:11][n:12][n:13]3)[cH:14][c:15]2[N+:17](=[O:16])[O-:18])[cH:2][n:3][cH:4][cH:5]1. Starting materials: N1C=C(C2=CC=CC=C12)C=O (Indole-3-carboxaldehyde), ethyl acetate hexanes, CO (methanol), C(C)(=O)C1=NC=CC=C1 (2-Acetyl-pyridine), N1CCCCC1 (piperidine). The solvent is CC(=O)O (AcOH). Yields the product N1C=C(C2=CC=CC=C12)/C=C/C(=O)C1=NC=CC=C1 (trans-3-(1H-indol-3-yl)-1-(2-pyridinyl)-2-propen-1-one). As a reaction SMILES: [NH:1]1[C:9]2[C:4](=[CH:5][CH:6]=[CH:7][CH:8]=2)[C:3]([CH:10]=O)=[CH:2]1.CO.[C:14]([C:17]1[CH:22]=[CH:21][CH:20]=[CH:19][N:18]=1)(=[O:16])[CH3:15].N1CCCCC1>CC(O)=O>[NH:1]1[C:9]2[C:4](=[CH:5][CH:6]=[CH:7][CH:8]=2)[C:3](/[CH:10]=[CH:15]/[C:14]([C:17]2[CH:22]=[CH:21][CH:20]=[CH:19][N:18]=2)=[O:16])=[CH:2]1. Reported procedure: Indole-3-carboxaldehyde (200 mg, 1.38 mmol) was added to a dried 100 mL round bottom flask under argon and anhydrous methanol (8 mL) was added. 2-Acetyl-pyridine (232 μL, 2.07 mmol) and piperidine (69 μL, 0.7 mmol) were added and the reaction was stirred under reflux for 24 hours, after which still no precipitate had formed (AcOH did not lead to precipitation). The crude reaction mixture was concentrated and directly applied to a silica column for chromatography (ethyl acetate:hexanes 1:1). The ... The reactants are C(C)(=O)O[C@H]1[C@@H](O[C@@H]([C@H]([C@@H]1OC(C)=O)OC(C)=O)O\C(=C/C1=C(C=CC=C1)F)\C(=O)OCC)COC(C)=O ((2S,3S,4R,5S,6R)-2-(Acetoxymethyl)-6-(((Z)-3-ethoxy-1-(2-fluorophenyl)-3-oxoprop-1-en-2-yl)oxy)tetrahydro-2H-pyran-3,4,5-triyl triacetate), [Br-].C(C)(=O)O[C@H]1[C@@H](O)O[C@@H]([C@@H]([C@@H]1OC(C)=O)OC(C)=O)COC(C)=O (2,3,4,6-tetra-O-acetyl-α-D-galactose bromide), CC=1C=C(C=CC1)CC(C(=O)OCC)=O (ethyl 3-(3-methylphenyl)-2-oxopropanoate), [H-].[Na+] (sodium hydride). Product: C(C)(=O)O[C@@H]1[C@@H](O[C@@H]([C@H]([C@@H]1OC(C)=O)OC(C)=O)O\C(=C/C=1C=C(C=CC1)C)\C(=O)OCC)COC(C)=O ((2S,3R,4R,5S,6R)-2-(Acetoxymethyl)-6-(((Z)-3-ethoxy-3-oxo-1-(m-tolyl)prop-1-en-2-yl)oxy)tetrahydro-2H-pyran-3,4,5-triyl triacetate). The yield is 25.0%. RXN SMILES: [C:1]([O:4][C@@H:5]1[C@@H:10]([O:11][C:12](=[O:14])[CH3:13])[C@H:9]([O:15][C:16](=[O:18])[CH3:17])[C@@H:8]([O:19]/[C:20](/[C:29]([O:31][CH2:32][CH3:33])=[O:30])=[CH:21]\[C:22]2[CH:27]=[CH:26][CH:25]=[CH:24][C:23]=2F)[O:7][C@H:6]1[CH2:34][O:35][C:36](=[O:38])[CH3:37])(=[O:3])[CH3:2].[CH3:39]C1C=C(CC(=O)C(OCC)=O)C=CC=1.[H-].[Na+].[Br-].C(O[C@@H]1[C@@H](OC(=O)C)[C@@H](OC(=O)C)[C@@H](COC(=O)C)O[C@@H]1O)(=O)C>>[C:1]([O:4][C@H:5]1[C@@H:10]([O:11][C:12](=[O:14])[CH3:13])[C@H:9]([O:15][C:16](=[O:18])[CH3:17])[C@@H:8]([O:19]/[C:20](/[C:29]([O:31][CH2:32][CH3:33])=[O:30])=[CH:21]\[C:22]2[CH:27]=[C:26]([CH3:39])[CH:25]=[CH:24][CH:23]=2)[O:7][C@H:6]1[CH2:34][O:35][C:36](=[O:38])[CH3:37])(=[O:3])[CH3:2] |f:2.3,4.5|. Procedure: The title compound was prepared as described for C4 using ethyl 3-(3-methylphenyl)-2-oxopropanoate B15 (100 mg, 0.485 mmol), sodium hydride (11.64 mg, 0.485 mmol) and 2,3,4,6-tetra-O-acetyl-α-D-galactose bromide (199 mg, 0.485 mmol). The compound was isolated in the form of white solid in 25% yield. Starting materials: CO, COC(=O)C(CC=Cc1ccccc1)C(C)O. The product is COC(=O)C(CCCc1ccccc1)C(C)O. RXN SMILES: [CH3:18][OH:19].[c:1]1([CH:7]=[CH:8][CH2:9][CH:10]([C:11](=[O:12])[O:13][CH3:14])[CH:15]([CH3:16])[OH:17])[cH:2][cH:3][cH:4][cH:5][cH:6]1>>[c:1]1([CH2:7][CH2:8][CH2:9][CH:10]([C:11](=[O:12])[O:13][CH3:14])[CH:15]([CH3:16])[OH:17])[cH:2][cH:3][cH:4][cH:5][cH:6]1.